From a dataset of the Open Reaction Database (ORD), a public repository of structured organic reaction records. describe an organic reaction: reactants, conditions, products, and yield Reactants: CC(=O)N(C)CC(=O)O, Cl, OP(O)O. The product is CN(CC(=O)O)CP(=O)(O)O. As a reaction SMILES: [C:1](=[O:2])([CH3:3])[N:4]([CH3:5])[CH2:6][C:7](=[O:8])[OH:9].[ClH:14].[P:10]([OH:11])([OH:12])[OH:13]>>[CH2:1]([N:4]([CH3:5])[CH2:6][C:7](=[O:8])[OH:9])[P:10](=[O:11])([OH:12])[OH:13]. Reactants: CC=1OC(=C(N1)C(=O)Cl)CCC1=CC=CC=C1 (2-methyl-5-phenethyl-4-oxazolecarbonyl chloride), C(=S)=S (carbon disulfide), [Cl-].[Al+3].[Cl-].[Cl-] (aluminum chloride). Solvent: C(C)(=O)OCC (ethyl acetate). Product: CC=1OC2=C(N1)C(C1=C(CC2)C=CC=C1)=O (2-methyl-9,10-dihydro-4H-benzo[5,6]cyclohepta[1,2-d] oxazol-4-one). Reaction SMILES: [CH3:1][C:2]1[O:3][C:4]([CH2:10][CH2:11][C:12]2[CH:17]=[CH:16][CH:15]=[CH:14][CH:13]=2)=[C:5]([C:7](Cl)=[O:8])[N:6]=1.C(=S)=S.[Cl-].[Al+3].[Cl-].[Cl-]>C(OCC)(=O)C>[CH3:1][C:2]1[O:3][C:4]2[CH2:10][CH2:11][C:12]3[CH:17]=[CH:16][CH:15]=[CH:14][C:13]=3[C:7](=[O:8])[C:5]=2[N:6]=1 |f:2.3.4.5|. Reported procedure: 1.0 g. of 2-methyl-5-phenethyl-4-oxazolecarbonyl chloride (obtainable by Step D, above) in 15 ml. of carbon disulfide, 2.5 g. of anhydrous aluminum chloride added, and the mixture refluxed for 1 hour. The mixture is then cooled, poured on to ice, and extracted twice with 10 ml. portions of chloroform. The extracts are combined, dried over anhydrous sodium sulfate and evaporated (under vacuum) to obtain a solid residue, which is recyrstallized from ethyl acetate to obtain the title compound, m.p.... The reactants are CC=1C(C(CCC1)C)=O (2,6-dimethyl-cyclohex-2-en-1-one), N (ammonia). Reagents/catalysts: [Pd] (palladium on charcoal). Run at time 4 hour. The product is CC1=C(N)C(=CC=C1)C (2,6-dimethylaniline). The yield is 63.0%. RXN SMILES: [CH3:1][C:2]1[C:3](=O)[CH:4]([CH3:8])[CH2:5][CH2:6][CH:7]=1.[NH3:10]>[Pd]>[CH3:1][C:2]1[CH:7]=[CH:6][CH:5]=[C:4]([CH3:8])[C:3]=1[NH2:10]. Procedure: A solution of 19.7 g (0.158 mole) of 2,6-dimethyl-cyclohex-2-en-1-one in 180 ml of conc. ammonia is heated, after the addition of 4.0 g of palladium on charcoal (5%), in a hydrogenating autoclave for 4 hours at 280°-290° C., whereby a pressure of 20 bars is established, and is then maintained under these conditions for 5 hours. Cooling and pressure release are then carried out; the contents are again heated for about 5 hours and the pressure is again released. In order to effect the complete rem... Reactants: C([O-])([O-])=O.[Cs+].[Cs+] (cesium carbonate), C(C1=CC=CC=C1)Br (benzyl bromide), C(C)(=O)OC1=C(C(=O)OC)C=C(C(=C1)C(Br)Br)Cl (methyl 2-(acetyloxy)-5-chloro-4-(dibromomethyl)benzoate), C([O-])([O-])=O.[Ca+2] (calcium carbonate), C([O-])([O-])=O.[Cs+].[Cs+] (Cesium carbonate), C(C1=CC=CC=C1)Br (benzyl bromide). Reported procedure: A mixture of methyl 2-(acetyloxy)-5-chloro-4-(dibromomethyl)benzoate (may be prepared as described in Description 61; 2.1 g, 5.24 mmol) and calcium carbonate (1.05 g, 10.49 mmol) in 1,4-dioxane (5 ml)/water (5 ml) was heated at 150° C. for 6 hours. The solvent was removed in vacuo and the residue was suspended in N,N-dimethylformamide (5 ml). Cesium carbonate (3.76 g, 11.54 mmol) and benzyl bromide (0.94 ml, 7.87 mmol) were added. The mixture was heated at 50° C. for 18 hours. The N,N-dimethylfo... Conditions: temperature 150 celsius. As a reaction SMILES: [C:1]([O:4][C:5]1[CH:14]=[C:13](C(Br)Br)[C:12]([Cl:18])=[CH:11][C:6]=1C(OC)=O)(=O)[CH3:2].[C:19](=[O:22])([O-])[O-:20].[Ca+2].[C:24](=[O:27])([O-])[O-].[Cs+].[Cs+].[CH2:30](Br)[C:31]1[CH:36]=[CH:35][CH:34]=[CH:33][CH:32]=1>O1CCOCC1.O.C(OCC)(=O)C>[Cl:18][C:12]1[C:13]([CH:24]=[O:27])=[CH:14][C:5]([O:4][CH2:1][C:2]2[CH:13]=[CH:14][CH:5]=[CH:6][CH:11]=2)=[C:6]([CH:11]=1)[C:19]([O:20][CH2:30][C:31]1[CH:36]=[CH:35][CH:34]=[CH:33][CH:32]=1)=[O:22] |f:1.2,3.4.5|. The solvent is O (water), C(C)(=O)OCC (ethyl acetate), O1CCOCC1 (1,4-dioxane), O (water). Yields the product ClC=1C(=CC(=C(C(=O)OCC2=CC=CC=C2)C1)OCC1=CC=CC=C1)C=O (Phenylmethyl 5-chloro-4-formyl-2-[(phenylmethyl)oxy]benzoate). Reactants: CCO, CN(C)c1ccc([N+](=O)[O-])nc1, [H][H]. The product is CN(C)c1ccc(N)nc1. RXN SMILES: [CH3:15][CH2:16][OH:17].[CH3:1][N:2]([c:3]1[cH:4][n:5][c:6]([N+:9]([O-:10])=[O:11])[cH:7][cH:8]1)[CH3:12].[H:13][H:14]>>[CH3:1][N:2]([c:3]1[cH:4][n:5][c:6]([NH2:9])[cH:7][cH:8]1)[CH3:12]. Reactants: C[S+](C)(C)=O, CS(C)=O, N#CC1(C(=O)c2ccc(F)cc2)CC1, [H-], [H][H], [I-], [Na+], c1nc[nH]n1. Yields the product N#CC1(C(O)(Cn2cncn2)c2ccc(F)cc2)CC1. RXN SMILES: [CH3:2][S+:3]([CH3:4])([CH3:5])=[O:6].[CH3:30][S:31]([CH3:32])=[O:33].[F:11][c:12]1[cH:13][cH:14][c:15]([C:16](=[O:17])[C:18]2([C:21]#[N:22])[CH2:19][CH2:20]2)[cH:23][cH:24]1.[H-:7].[H:9][H:10].[I-:1].[Na+:8].[nH:25]1[n:26][cH:27][n:28][cH:29]1>>[CH2:2]([C:16]([c:15]1[cH:14][cH:13][c:12]([F:11])[cH:24][cH:23]1)([OH:17])[C:18]1([C:21]#[N:22])[CH2:19][CH2:20]1)[n:25]1[n:26][cH:27][n:28][cH:29]1. Procedure: A mixture of N-(3-chlorophenyl)-2-(2,3-dihydro-6-methyl-4-oxo-5-phenyl-4H-1,3-oxazin-3-yl)-2-methylpropanamide (1.0 g), N-bromosuccinimide (0.45 g), azobis-isobutyronitrile (10 mg) in carbon tetrachloride was heated at 65° C. for 2 hours. A second addition of N-bromosuccinimide (0.1 g) was made and the solution heated at 65° C. for a further 2 hours. The solution was then allowed to cool and the solvent removed under reduced pressure to give a brown residue, which was purified by dry column chro... As a reaction SMILES: [Cl:1][C:2]1[CH:3]=[C:4]([NH:8][C:9](=[O:27])[C:10]([N:13]2[C:18](=[O:19])[C:17]([C:20]3[CH:25]=[CH:24][CH:23]=[CH:22][CH:21]=3)=[C:16]([CH3:26])[O:15][CH2:14]2)([CH3:12])[CH3:11])[CH:5]=[CH:6][CH:7]=1.[Br:28]N1C(=O)CCC1=O.N(C(C)(C)C#N)=NC(C)(C)C#N>C(Cl)(Cl)(Cl)Cl>[Cl:1][C:2]1[CH:3]=[C:4]([NH:8][C:9](=[O:27])[C:10]([N:13]2[C:18](=[O:19])[C:17]([C:20]3[CH:21]=[CH:22][CH:23]=[CH:24][CH:25]=3)=[C:16]([CH2:26][Br:28])[O:15][CH2:14]2)([CH3:12])[CH3:11])[CH:5]=[CH:6][CH:7]=1. Reaction conditions: temperature 65 celsius. Yields the product ClC=1C=C(C=CC1)NC(C(C)(C)N1COC(=C(C1=O)C1=CC=CC=C1)CBr)=O (N-(3-chlorophenyl)-2-(6-bromomethyl-2,3-dihydro-4-oxo-5-phenyl-4H-1,3-oxazin-3-yl)-2-methylpropanamide). Isolated yield 8.5%. Starting materials: BrN1C(CCC1=O)=O (N-bromosuccinimide), ClC=1C=C(C=CC1)NC(C(C)(C)N1COC(=C(C1=O)C1=CC=CC=C1)C)=O (N-(3-chlorophenyl)-2-(2,3-dihydro-6-methyl-4-oxo-5-phenyl-4H-1,3-oxazin-3-yl)-2-methylpropanamide), BrN1C(CCC1=O)=O (N-bromosuccinimide), N(=NC(C#N)(C)C)C(C#N)(C)C (azobis-isobutyronitrile). The solvent is C(Cl)(Cl)(Cl)Cl (carbon tetrachloride). The reactants are C(C1=CC=CC=C1)(=O)[C@]([C@](C(=O)O)(O)C(C1=CC=CC=C1)=O)(O)C(=O)O (dibenzoyl-L(+)tartaric acid), alcohol, C[N+](C)(C)CC(CC(=O)[O-])O (DL-carnitine). Product: dibenzoyl-L(+)tartarates, O[C@H](C[N+](C)(C)C)CC([O-])=O (D-carnitine), O[C@@H](C[N+](C)(C)C)CC([O-])=O (L-carnitine). As a reaction SMILES: [CH3:1][N+:2]([CH2:5][CH:6]([OH:11])[CH2:7][C:8]([O-:10])=[O:9])([CH3:4])[CH3:3].C([C@@](C(O)=O)(O)[C@@](C(=O)C1C=CC=CC=1)(O)C(O)=O)(=O)C1C=CC=CC=1>>[OH:11][C@@H:6]([CH2:7][C:8](=[O:9])[O-:10])[CH2:5][N+:2]([CH3:4])([CH3:1])[CH3:3].[OH:11][C@H:6]([CH2:7][C:8](=[O:9])[O-:10])[CH2:5][N+:2]([CH3:4])([CH3:1])[CH3:3]. Procedure details: According to a preferred embodiment of the present invention, in the first step, to DL-carnitine is added dibenzoyl-L(+)tartaric acid and a lower alcohol, the mixture is dissolved under heat to form dibenzoyl-L(+)tartarates of D-carnitine and L-carnitine, and subsequently the tartarates are cooled to fractionally crystallize dibenzoyl-L(+)tartarate of L-carnitine. The reactants are C([O-])([O-])=O.[Na+].[Na+] (sodium carbonate), IC1=C(N=C2N(C1=O)C(=CS2)C(F)(F)F)\C=C\C2=C(C(=CC=C2)OC)OCC(C)(C)C (6-Iodo-7-{(E)-2-[3-(methoxy)-2-neopentyloxyphenyl)-1-ethenyl]-3-trifluoro methyl-5H-1,3-thiazolo-[3,2-a]pyrimidin-5-one), C(#N)C1=CC=C(C=C1)B(O)O (4-cyanophenylboronic acid), Pd[(C6H5)3P]4. The solvent is O (water), C1(=CC=CC=C1)C (toluene), C(C)O (ethanol). The product is COC=1C(=C(C=CC1)/C=C/C=1N=C2N(C(C1C1=CC=C(C#N)C=C1)=O)C(=CS2)C(F)(F)F)OCC(C)(C)C (4-{7-[(E)-2-(3-Methoxy-2-neopentyloxyphenyl)-1-ethenyl]-5-oxo-3-(trifluoro methyl)-5H-[1,3]thiazolo[3,2-a]pyrimidin-6-yl}benzonitrile). Yield: 65.9%. As a reaction SMILES: I[C:2]1[C:7](=[O:8])[N:6]2[C:9]([C:12]([F:15])([F:14])[F:13])=[CH:10][S:11][C:5]2=[N:4][C:3]=1/[CH:16]=[CH:17]/[C:18]1[CH:23]=[CH:22][CH:21]=[C:20]([O:24][CH3:25])[C:19]=1[O:26][CH2:27][C:28]([CH3:31])([CH3:30])[CH3:29].[C:32]([C:34]1[CH:39]=[CH:38][C:37](B(O)O)=[CH:36][CH:35]=1)#[N:33].C(=O)([O-])[O-].[Na+].[Na+]>C1(C)C=CC=CC=1.C(O)C.O>[CH3:25][O:24][C:20]1[C:19]([O:26][CH2:27][C:28]([CH3:31])([CH3:30])[CH3:29])=[C:18](/[CH:17]=[CH:16]/[C:3]2[N:4]=[C:5]3[S:11][CH:10]=[C:9]([C:12]([F:15])([F:14])[F:13])[N:6]3[C:7](=[O:8])[C:2]=2[C:37]2[CH:38]=[CH:39][C:34]([C:32]#[N:33])=[CH:35][CH:36]=2)[CH:23]=[CH:22][CH:21]=1 |f:2.3.4|. Procedure: This compound was prepared from Intermediate 21 (100 mg, 0.197 mmol) and 4-cyanophenylboronic acid (35 mg, 0.204 mmol) using Pd[(C6H5)3P]4 (8 mg, 0.007 mmol) and sodium carbonate (112 mg, 1.053 mmol) in toluene (10 ml) and ethanol (5 ml) and water (4 ml) according to the procedure outlined in Example 1 to afford crude residue which was purified by column chromatography using 1% ethyl acetate in chloroform to afford 70 mg of the desired product; 1H NMR (300 MHz, DMSO-d6) δ 1.03 (s, 9H), 3.53 (m, ... The reactants are Cc1c(C(=O)Cl)cnn1-c1ccc(C(F)(F)F)cc1, N#Cc1cc(N)ccc1OCCN1CCOCC1. The product is Cc1c(C(=O)Nc2ccc(OCCN3CCOCC3)c(C#N)c2)cnn1-c1ccc(C(F)(F)F)cc1. Reaction SMILES: [CH3:1][c:2]1[c:3]([C:17](=[O:18])[Cl:19])[cH:4][n:5][n:6]1-[c:7]1[cH:8][cH:9][c:10]([C:13]([F:14])([F:15])[F:16])[cH:11][cH:12]1.[NH2:20][c:21]1[cH:22][cH:23][c:24]([O:29][CH2:30][CH2:31][N:32]2[CH2:33][CH2:34][O:35][CH2:36][CH2:37]2)[c:25]([C:26]#[N:27])[cH:28]1>>[CH3:1][c:2]1[c:3]([C:17](=[O:18])[NH:20][c:21]2[cH:22][cH:23][c:24]([O:29][CH2:30][CH2:31][N:32]3[CH2:33][CH2:34][O:35][CH2:36][CH2:37]3)[c:25]([C:26]#[N:27])[cH:28]2)[cH:4][n:5][n:6]1-[c:7]1[cH:8][cH:9][c:10]([C:13]([F:14])([F:15])[F:16])[cH:11][cH:12]1.